This data is from the Open Reaction Database (ORD), a public repository of structured organic reaction records. The task is: describe an organic reaction: reactants, conditions, products, and yield The reactants are ClC1=CC(=CN(C1=O)C)N1C(C2=NN(C(=C2C1C1=CC=C(C=C1)Cl)C)CC1=CC=C(C=C1)OC)=O (5-(5-chloro-1-methyl-6-oxo-1,6-dihydropyridin-3-yl)-4-(4-chlorophenyl)-2-(4-methoxybenzyl)-3-methyl-4,5-dihydropyrrolo[3,4-c]pyrazol-6(2H)-one). The solvent is C(Cl)Cl.CO (CH2Cl2 MeOH). Yields the product ClC1=CC(=CN(C1=O)C)N1C(C2=NNC(=C2C1C1=CC=C(C=C1)Cl)C)=O (5-(5-chloro-1-methyl-6-oxo-1,6-dihydropyridin-3-yl)-4-(4-chlorophenyl)-3-methyl-4,5-dihydropyrrolo[3,4-c]pyrazol-6(2H)-one). Reaction SMILES: [Cl:1][C:2]1[C:7](=[O:8])[N:6]([CH3:9])[CH:5]=[C:4]([N:10]2[CH:17]([C:18]3[CH:23]=[CH:22][C:21]([Cl:24])=[CH:20][CH:19]=3)[C:16]3[C:12](=[N:13][N:14](CC4C=CC(OC)=CC=4)[C:15]=3[CH3:25])[C:11]2=[O:35])[CH:3]=1>C(Cl)Cl.CO>[Cl:1][C:2]1[C:7](=[O:8])[N:6]([CH3:9])[CH:5]=[C:4]([N:10]2[CH:17]([C:18]3[CH:23]=[CH:22][C:21]([Cl:24])=[CH:20][CH:19]=3)[C:16]3[C:12](=[N:13][NH:14][C:15]=3[CH3:25])[C:11]2=[O:35])[CH:3]=1 |f:1.2|. Procedure details: The title compound was prepared in analogy to the procedure described in Example 2 using 5-(5-chloro-1-methyl-6-oxo-1,6-dihydropyridin-3-yl)-4-(4-chlorophenyl)-2-(4-methoxybenzyl)-3-methyl-4,5-dihydropyrrolo[3,4-c]pyrazol-6(2H)-one (Step 5.5). tR: 3.55 min (HPLC 1); tR: 0.78 min (LC-MS 2); ESI-MS: 389/391 [M+H]+ (LC-MS 2); Rf=0.34 (CH2Cl2/MeOH 9:1); 1H NMR (400 MHz, DMSO-d6) δ ppm 2.03 (s, 3H) 3.43 (s, 3H) 6.13 (s, 1H) 7.25 (d, J=8.2 Hz, 2H) 7.36 (d, J=8.2 Hz, 2H) 7.90 (d, J=2.4 Hz, 1H) 7.94 (d,... Starting materials: FC(C=1C=C(C=CC1)C(C#N)N1CCOCC1)(F)F (α-[3-(trifluoromethyl)phenyl]-4-morpholineacetonitrile), C(C=C)(=O)OCC (ethyl acrylate), O1CCCC1 (tetrahydrofuran), C(C=C)(=O)OCC (ethyl acrylate). The reagents and catalysts are [OH-].[K+] (potassium hydroxide), [OH-].[K+] (potassium hydroxide). The solvent is C(C)O (ethanol), C(C)O (ethanol). Conditions: time 2 hour. The product is C(#N)C(CCC(=O)OCC)(N1CCOCC1)C1=CC(=CC=C1)C(F)(F)F (ethyl γ-cyano-γ-[3-(trifluoromethyl)phenyl]-4-morpholinebutanoate). RXN SMILES: [F:1][C:2]([F:19])([F:18])[C:3]1[CH:4]=[C:5]([CH:9]([N:12]2[CH2:17][CH2:16][O:15][CH2:14][CH2:13]2)[C:10]#[N:11])[CH:6]=[CH:7][CH:8]=1.O1CCCC1.[C:25]([O:29][CH2:30][CH3:31])(=[O:28])[CH:26]=[CH2:27]>[OH-].[K+].C(O)C>[C:10]([C:9]([C:5]1[CH:6]=[CH:7][CH:8]=[C:3]([C:2]([F:1])([F:18])[F:19])[CH:4]=1)([N:12]1[CH2:13][CH2:14][O:15][CH2:16][CH2:17]1)[CH2:27][CH2:26][C:25]([O:29][CH2:30][CH3:31])=[O:28])#[N:11] |f:3.4|. Procedure: To a solution of 5.0 g. of α-[3-(trifluoromethyl)phenyl]-4-morpholineacetonitrile in 200 ml. of tetrahydrofuran stirred at room temperature is added 30 drops of 30% potassium hydroxide in ethanol. To the mixture is added 10 ml. of ethyl acrylate. After one hour an additional 30 drops of 30% potassium hydroxide in ethanol and 10 ml. of ethyl acrylate is added. The mixture is stirred for 2 hours and the solvent removed under vacuum. Toluene is added several times and the solvent removed. The resid... Starting materials: C(C)(C)(C)OC(NCCCN(C(C1=CC=C(C=C1)C)=O)C(C1CC1)C1=NN2C(C(N1CC1=CC=CC=C1)=O)=CC=C2Cl)=O ({3-[[(3-benzyl-7-chloro-4-oxo-3,4-dihydro-pyrrolo[2,1-f][1,2,4]triazin-2-yl)-cyclopropyl-methyl]-(4-methyl-benzoyl)-amino]-propyl}-carbamic acid tert-butyl ester), Cl (HCl), O1CCOCC1 (dioxane). Solvent: CCOCC (Et2O). Conditions: time 2 day. Yields the product Cl.NCCCN(C(C1=CC=C(C=C1)C)=O)C(C1CC1)C1=NN2C(C(N1CC1=CC=CC=C1)=O)=CC=C2Cl ((±)-N-(3-Amino-propyl)-N-[(3-benzyl-7-chloro-4-oxo-3,4-dihydro-pyrrolo[2,1-f][1,2,4]triazin-2-yl)-cyclopropyl-methyl]-4-methyl-benzamide, hydrochloride salt). Isolated yield 132.8%. As a reaction SMILES: C(OC(=O)[NH:7][CH2:8][CH2:9][CH2:10][N:11]([CH:21]([C:25]1[N:30]([CH2:31][C:32]2[CH:37]=[CH:36][CH:35]=[CH:34][CH:33]=2)[C:29](=[O:38])[C:28]2=[CH:39][CH:40]=[C:41]([Cl:42])[N:27]2[N:26]=1)[CH:22]1[CH2:24][CH2:23]1)[C:12](=[O:20])[C:13]1[CH:18]=[CH:17][C:16]([CH3:19])=[CH:15][CH:14]=1)(C)(C)C.Cl.O1CCOCC1>CCOCC>[ClH:42].[NH2:7][CH2:8][CH2:9][CH2:10][N:11]([CH:21]([C:25]1[N:30]([CH2:31][C:32]2[CH:33]=[CH:34][CH:35]=[CH:36][CH:37]=2)[C:29](=[O:38])[C:28]2=[CH:39][CH:40]=[C:41]([Cl:42])[N:27]2[N:26]=1)[CH:22]1[CH2:24][CH2:23]1)[C:12](=[O:20])[C:13]1[CH:18]=[CH:17][C:16]([CH3:19])=[CH:15][CH:14]=1 |f:4.5|. Reported procedure: A mixture of {3-[[(3-benzyl-7-chloro-4-oxo-3,4-dihydro-pyrrolo[2,1-f][1,2,4]triazin-2-yl)-cyclopropyl-methyl]-(4-methyl-benzoyl)-amino]-propyl}-carbamic acid tert-butyl ester (0.24 g, 0.39 mmol) and 4 N HCl in dioxane (10 mL, 16 mmol) in Et2O (10 mL) was stirred at rt for two days. After concentration, the residue was diluted with water, washed with Et2O twice and lyophilized to obtain the title compound (0.14 g, 66%): 13C NMR (D2O) δ 174.1, 155.5, 148.4, 141.0, 136.3, 132.1, 129.7, 129.5, 128.9... Starting materials: IC1=CC=C(C#N)C=C1 (4-iodobenzonitrile), C([O-])([O-])=O.[Na+].[Na+] (sodium carbonate), Cl.NO (hydroxylamine hydrochloride), C(C)O (ethanol). Run in O (water). The product is IC1=CC=C(C(N)=NO)C=C1 (4-iodobenzamidoxime). The yield is 67.8%. Reaction SMILES: [I:1][C:2]1[CH:9]=[CH:8][C:5]([C:6]#[N:7])=[CH:4][CH:3]=1.C(=O)([O-])[O-].[Na+].[Na+].Cl.[NH2:17][OH:18].C(O)C>O>[I:1][C:2]1[CH:9]=[CH:8][C:5]([C:6](=[N:17][OH:18])[NH2:7])=[CH:4][CH:3]=1 |f:1.2.3,4.5|. Reported procedure: A mixture of 4-iodobenzonitrile (7.69 g), anhydrous sodium carbonate (6.25 g), hydroxylamine hydrochloride (8.74 g), in water (60 ml) and sufficient ethanol to maintain a clear solution, was heated at 90°-100° C. for 4 hours. The reaction mixture was cooled to ambient temperature and evaporated until a precipitate formed. The solid was collected by filtration, washed with water and recrystallised from acetonitrile to give 4-iodobenzamidoxime (5.97 g), m.p. 155°-161° C.; microanalysis, found: C, ... Starting materials: CN(C(=O)C1=NC=C(C=N1)OC1=CC(=CC2=C1C=C(O2)C)C(=O)OCC)C (ethyl 4-(2-(dimethylcarbamoyl)pyrimidin-5-yloxy)-2-methylbenzofuran-6-carboxylate), amine, CC=1N=CC(=NC1)N (5-methyl-2-aminopyrazine), [Al](C)(C)Cl (Me2AlCl), CC1OCCC1 (2-methyltetrahydrofuran). Run in COC (dimethylether), O (water), COC (dimethylether). The product is CN(C(=O)C1=NC=C(C=N1)OC1=CC(=CC2=C1C=C(O2)C)C(NC2=NC=C(N=C2)C)=O)C (N,N-dimethyl-5-(2-methyl-6-((5-methylpyrazin-2-yl)carbamoyl)-benzofuran-4-yloxy)pyrimidine-2-carboxamide). As a reaction SMILES: [CH3:1][C:2]1[N:3]=[CH:4][C:5]([NH2:8])=[N:6][CH:7]=1.[Al](Cl)(C)C.[CH3:13][N:14]([CH3:39])[C:15]([C:17]1[N:22]=[CH:21][C:20]([O:23][C:24]2[C:29]3[CH:30]=[C:31]([CH3:33])[O:32][C:28]=3[CH:27]=[C:26]([C:34](OCC)=[O:35])[CH:25]=2)=[CH:19][N:18]=1)=[O:16].CC1CCCO1>COC.O>[CH3:39][N:14]([CH3:13])[C:15]([C:17]1[N:22]=[CH:21][C:20]([O:23][C:24]2[C:29]3[CH:30]=[C:31]([CH3:33])[O:32][C:28]=3[CH:27]=[C:26]([C:34](=[O:35])[NH:8][C:5]3[CH:4]=[N:3][C:2]([CH3:1])=[CH:7][N:6]=3)[CH:25]=2)=[CH:19][N:18]=1)=[O:16]. Procedure: To a solution of the 5-methyl-2-aminopyrazine (38.9 g, 356 mmol) in dimethylether (315 mL) in a 3-neck flask equipped with overhead stirring and a condensor at 0° C. was added Me2AlCl (1 M solution in hexanes) (715 mL). The mixture was warmed at room temperature and stirred for 1.5 hours. In a separate flask, ethyl 4-(2-(dimethylcarbamoyl)pyrimidin-5-yloxy)-2-methylbenzofuran-6-carboxylate (I-2a: 52.6 g, 142.5 mmol) was dissolved in dimethylether (210 mL). This mixture was then added to the comp... The reactants are C(C1=CC=CC=C1)C1=CC(=C(C=C1)O)[N+](=O)[O-] (4-benzyl-2-nitrophenol), C(=O)([O-])[O-].[K+].[K+] (K2CO3), BrC(C)Br (Dibromoethane). The solvent is CCOCC (ether), CN(C)C=O (DMF). Conditions: temperature 70 celsius, time 10 minute. The product is BrCCOC1=C(C=C(C=C1)OCC1=CC=CC=C1)[N+](=O)[O-] (1-bromo-2-(4-benzyloxy-2-nitrophenoxy)ethane). Isolated yield 139.3%. Reaction SMILES: C([C:8]1[CH:13]=[CH:12][C:11]([OH:14])=[C:10]([N+:15]([O-:17])=[O:16])[CH:9]=1)C1C=CC=CC=1.[C:18]([O-:21])([O-])=O.[K+].[K+].[Br:24][CH:25](Br)[CH3:26]>CN(C=O)C.CCOCC>[Br:24][CH2:25][CH2:26][O:14][C:11]1[CH:12]=[CH:13][C:8]([O:21][CH2:18][C:8]2[CH:13]=[CH:12][CH:11]=[CH:10][CH:9]=2)=[CH:9][C:10]=1[N+:15]([O-:17])=[O:16] |f:1.2.3|. Reported procedure: A mixture of 4-benzyl-2-nitrophenol (1.3 g, 5.3 mmol) and K2CO3 (1.2 g, 8.7 mmol) in DMF (10 mL) was stirred for 10 min. Dibromoethane (1.4 mL, 16.2 mmol) was added to the reaction mixture and heated at 70° C. for 24 hrs. The reaction mixture was diluted with ether (30 mL) and washed with water (20 mL) and brine (20 mL). The ether layer was dried (MgSO4) and concentrated under reduced pressure. The crude product was fractionated by flash chromatography (4:1 hexane/ethyl acetate) yielding bromoet...